From a dataset of the Open Reaction Database (ORD), a public repository of structured organic reaction records. describe an organic reaction: reactants, conditions, products, and yield Reactants: Br, O=C([O-])O, CCN1CCN(c2cc(-c3ccc(OC)cc3)c3c(n2)CCCCCC3)CC1, [Na+], [Na+], [OH-], O. The product is CCN1CCN(c2cc(-c3ccc(O)cc3)c3c(n2)CCCCCC3)CC1. Reaction SMILES: [BrH:37].[C:32](=[O:33])([O-:34])[OH:35].[CH2:1]([CH3:2])[N:3]1[CH2:4][CH2:5][N:6]([c:9]2[cH:10][c:11](-[c:21]3[cH:22][cH:23][c:24]([O:27][CH3:28])[cH:25][cH:26]3)[c:12]3[c:13]([n:14]2)[CH2:15][CH2:16][CH2:17][CH2:18][CH2:19][CH2:20]3)[CH2:7][CH2:8]1.[Na+:31].[Na+:36].[OH-:30].[OH2:29]>>[CH2:1]([CH3:2])[N:3]1[CH2:4][CH2:5][N:6]([c:9]2[cH:10][c:11](-[c:21]3[cH:22][cH:23][c:24]([OH:27])[cH:25][cH:26]3)[c:12]3[c:13]([n:14]2)[CH2:15][CH2:16][CH2:17][CH2:18][CH2:19][CH2:20]3)[CH2:7][CH2:8]1. The reactants are CC(=O)OC(C)=O, Nc1ccc(CCN2CCC(NC(=O)c3ccccc3)CC2)cc1, c1ccncc1. Product: CC(=O)Nc1ccc(CCN2CCC(NC(=O)c3ccccc3)CC2)cc1. RXN SMILES: [CH3:25][C:26](=[O:27])[O:28][C:29](=[O:30])[CH3:31].[NH2:1][c:2]1[cH:3][cH:4][c:5]([CH2:8][CH2:9][N:10]2[CH2:11][CH2:12][CH:13]([NH:16][C:17]([c:18]3[cH:19][cH:20][cH:21][cH:22][cH:23]3)=[O:24])[CH2:14][CH2:15]2)[cH:6][cH:7]1.[cH:32]1[cH:33][cH:34][n:35][cH:36][cH:37]1>>[NH:1]([c:2]1[cH:3][cH:4][c:5]([CH2:8][CH2:9][N:10]2[CH2:11][CH2:12][CH:13]([NH:16][C:17]([c:18]3[cH:19][cH:20][cH:21][cH:22][cH:23]3)=[O:24])[CH2:14][CH2:15]2)[cH:6][cH:7]1)[C:26]([CH3:25])=[O:27]. The reactants are ClC1=C(C=C2C(C(=CN(C2=C1)C1=CC=C(C=C1)F)C(=O)O)=O)F (7-chloro-6-fluoro-1-(4-fluorophenyl)-1,4-dihydro-4-oxo-3-quinolinecarboxylic acid), COCC1NCCNC1 (2-(methoxymethyl)piperazine). Solvent: N1=CC=CC=C1 (pyridine). The product is FC=1C=C2C(C(=CN(C2=CC1N1CC(NCC1)COC)C1=CC=C(C=C1)F)C(=O)O)=O (6-Fluoro-1-(4-fluorophenyl)-1,4-dihydro-7-(3-(methoxymethyl)-1-piperazinyl]-4-oxo-3-quinolinecarboxylic acid). Reaction SMILES: Cl[C:2]1[CH:11]=[C:10]2[C:5]([C:6](=[O:22])[C:7]([C:19]([OH:21])=[O:20])=[CH:8][N:9]2[C:12]2[CH:17]=[CH:16][C:15]([F:18])=[CH:14][CH:13]=2)=[CH:4][C:3]=1[F:23].[CH3:24][O:25][CH2:26][CH:27]1[CH2:32][NH:31][CH2:30][CH2:29][NH:28]1>N1C=CC=CC=1>[F:23][C:3]1[CH:4]=[C:5]2[C:10](=[CH:11][C:2]=1[N:31]1[CH2:30][CH2:29][NH:28][CH:27]([CH2:26][O:25][CH3:24])[CH2:32]1)[N:9]([C:12]1[CH:17]=[CH:16][C:15]([F:18])=[CH:14][CH:13]=1)[CH:8]=[C:7]([C:19]([OH:21])=[O:20])[C:6]2=[O:22]. Procedure: A 906 mg portion of 7-chloro-6-fluoro-1-(4-fluorophenyl)-1,4-dihydro-4-oxo-3-quinolinecarboxylic acid and 1.4 g of 2-(methoxymethyl)piperazine were added to 10 ml of pyridine and reacted as described in Example 81, giving 187 mg of the desired product, mp 216°-218° C. The reactants are C1CCOC1, CC1CCNCC1c1ncc2cnc3[nH]ccc3n12, ClCCl, Cl, O=C(Cl)N1CCCCC1. Product: CC1CCN(C(=O)N2CCCCC2)CC1c1ncc2cnc3[nH]ccc3n12. Reaction SMILES: [CH2:30]1[O:31][CH2:32][CH2:33][CH2:34]1.[CH3:2][CH:3]1[CH:4]([c:9]2[n:10][cH:11][c:12]3[n:13]2[c:14]2[c:15]([n:16][cH:17]3)[nH:18][cH:19][cH:20]2)[CH2:5][NH:6][CH2:7][CH2:8]1.[Cl:35][CH2:36][Cl:37].[ClH:1].[N:21]1([C:27](=[O:28])[Cl:29])[CH2:22][CH2:23][CH2:24][CH2:25][CH2:26]1>>[CH3:2][CH:3]1[CH:4]([c:9]2[n:10][cH:11][c:12]3[n:13]2[c:14]2[c:15]([n:16][cH:17]3)[nH:18][cH:19][cH:20]2)[CH2:5][N:6]([C:27]([N:21]2[CH2:22][CH2:23][CH2:24][CH2:25][CH2:26]2)=[O:28])[CH2:7][CH2:8]1. Starting materials: CCO, CCN(C(C)C)C(C)C, Clc1cc(Cl)ncn1, C1CC2(CCN1)OCCO2. The product is Clc1cc(N2CCC3(CC2)OCCO3)ncn1. As a reaction SMILES: [CH3:28][CH2:29][OH:30].[CH:11]([N:12]([CH:13]([CH3:14])[CH3:15])[CH2:16][CH3:17])([CH3:18])[CH3:19].[Cl:20][c:21]1[n:22][cH:23][n:24][c:25]([Cl:27])[cH:26]1.[O:1]1[CH2:2][CH2:3][O:4][C:5]12[CH2:6][CH2:7][NH:8][CH2:9][CH2:10]2>>[O:1]1[CH2:2][CH2:3][O:4][C:5]12[CH2:6][CH2:7][N:8]([c:25]1[n:24][cH:23][n:22][c:21]([Cl:20])[cH:26]1)[CH2:9][CH2:10]2. Starting materials: CCOC(C)=O, ClCc1ccc(OCc2ccccc2)cc1, CCCCCC, [K+], CN(C)C=O, [OH-], c1cn[nH]c1. Product: c1ccc(COc2ccc(Cn3cccn3)cc2)cc1. Reaction SMILES: [C:30]([O:31][CH2:32][CH3:33])(=[O:34])[CH3:35].[CH2:8]([c:9]1[cH:10][cH:11][cH:12][cH:13][cH:14]1)[O:15][c:16]1[cH:17][cH:18][c:19]([CH2:22][Cl:23])[cH:20][cH:21]1.[CH3:24][CH2:25][CH2:26][CH2:27][CH2:28][CH3:29].[K+:7].[O:36]=[CH:37][N:38]([CH3:39])[CH3:40].[OH-:6].[nH:1]1[n:2][cH:3][cH:4][cH:5]1>>[n:1]1([CH2:22][c:19]2[cH:18][cH:17][c:16]([O:15][CH2:8][c:9]3[cH:10][cH:11][cH:12][cH:13][cH:14]3)[cH:21][cH:20]2)[n:2][cH:3][cH:4][cH:5]1. Starting materials: COc1ccc(C(C)O)cc1OCc1ccccc1, Cc1ccccc1, C1CCC2=NCCCN2CC1, [N-]=[N+]=NP(=O)(c1ccccc1)c1ccccc1. Product: COc1ccc(C(C)N=[N+]=[N-])cc1OCc1ccccc1. As a reaction SMILES: [CH2:1]([c:2]1[cH:3][cH:4][cH:5][cH:6][cH:7]1)[O:8][c:9]1[cH:10][c:11]([CH:17]([CH3:18])[OH:19])[cH:12][cH:13][c:14]1[O:15][CH3:16].[CH3:48][c:49]1[cH:50][cH:51][cH:52][cH:53][cH:54]1.[N:37]12[CH2:38][CH2:39][CH2:40][N:41]=[C:42]1[CH2:43][CH2:44][CH2:45][CH2:46][CH2:47]2.[c:20]1([P:21]([c:22]2[cH:23][cH:24][cH:25][cH:26][cH:27]2)(=[O:28])[N:34]=[N+:35]=[N-:36])[cH:29][cH:30][cH:31][cH:32][cH:33]1>>[CH2:1]([c:2]1[cH:3][cH:4][cH:5][cH:6][cH:7]1)[O:8][c:9]1[cH:10][c:11]([CH:17]([CH3:18])[N:34]=[N+:35]=[N-:36])[cH:12][cH:13][c:14]1[O:15][CH3:16]. Starting materials: [H-].[Na+] (sodium hydride), BrC1=CC2=C(NC(C(N=C2C2=CC=CC=C2)C)=O)C=C1 (7-Bromo-3-methyl-5-phenyl-1,3-dihydro-benzo[e][1,4]diazepin-2-one), [N+](#[C-])CC(=O)OCC (Ethyl isocyanoacetate), [H-].[Na+].C1CCOC1 (NaH THF), [H-].[Na+] (Sodium hydride), P(=O)(OCC)(OCC)Cl (diethyl chlorophosphate). Solvent: C1CCOC1 (THF), C1CCOC1 (THF). Reaction conditions: temperature -10 celsius, time 3 hour. Product: C(C)OC(=O)C=1N=CN2C3=C(C(=NC(C12)C)C1=CC=CC=C1)C=C(C=C3)Br (8-Bromo-4-methyl-6-phenyl-4H-2,5,10b-triaza-benzo [e]azulene-3-carboxylic acid ethyl ester). As a reaction SMILES: [Br:1][C:2]1[CH:20]=[CH:19][C:5]2[NH:6][C:7](=O)[CH:8]([CH3:17])[N:9]=[C:10]([C:11]3[CH:16]=[CH:15][CH:14]=[CH:13][CH:12]=3)[C:4]=2[CH:3]=1.[H-].[Na+].P(Cl)(OCC)(OCC)=O.[N+:32]([CH2:34][C:35]([O:37][CH2:38][CH3:39])=[O:36])#[C-:33].[H-].[Na+].C1COCC1>C1COCC1>[CH2:38]([O:37][C:35]([C:34]1[N:32]=[CH:33][N:6]2[C:7]=1[CH:8]([CH3:17])[N:9]=[C:10]([C:11]1[CH:16]=[CH:15][CH:14]=[CH:13][CH:12]=1)[C:4]1[CH:3]=[C:2]([Br:1])[CH:20]=[CH:19][C:5]2=1)=[O:36])[CH3:39] |f:1.2,5.6.7|. Reported procedure: 7-Bromo-3-methyl-5-phenyl-1,3-dihydro-benzo[e][1,4]diazepin-2-one 111 (16.6 g, 0.052 mol) was suspended in dry THF (250 mL) and cooled to −10° C. Sodium hydride (60% dispersion in mineral oil, 4.36 g, 0.109 mol) was added into the suspension in one portion. The reaction mixture was allowed to stir and warm to rt over a 3 h period. The reaction mixture was again cooled to −10° C. and diethyl chlorophosphate (12.7 ml, 0.09 mol) was added. The cooling bath was then removed and stirring contined for...